Dataset: the Open Reaction Database (ORD), a public repository of structured organic reaction records. Task: describe an organic reaction: reactants, conditions, products, and yield The reactants are C1CCOC1, CO, Cl, COC(=O)c1c(-c2ccc(F)cc2)nn2cc(N(CCO)S(C)(=O)=O)c(-c3cccc(C(=O)NC(C)(C)c4ccccc4)c3)cc12, [Li+], [OH-]. Product: CC(C)(NC(=O)c1cccc(-c2cc3c(C(=O)O)c(-c4ccc(F)cc4)nn3cc2N(CCO)S(C)(=O)=O)c1)c1ccccc1. RXN SMILES: [CH2:47]1[O:48][CH2:49][CH2:50][CH2:51]1.[CH3:55][OH:56].[ClH:54].[F:1][c:2]1[cH:3][cH:4][c:5](-[c:8]2[n:9][n:10]3[c:11]([cH:12][c:13](-[c:24]4[cH:25][c:26]([C:30]([NH:31][C:32]([CH3:33])([CH3:34])[c:35]5[cH:36][cH:37][cH:38][cH:39][cH:40]5)=[O:41])[cH:27][cH:28][cH:29]4)[c:14]([N:16]([S:17](=[O:18])(=[O:19])[CH3:20])[CH2:21][CH2:22][OH:23])[cH:15]3)[c:42]2[C:43](=[O:44])[O:45][CH3:46])[cH:6][cH:7]1.[Li+:52].[OH-:53]>>[F:1][c:2]1[cH:3][cH:4][c:5](-[c:8]2[n:9][n:10]3[c:11]([cH:12][c:13](-[c:24]4[cH:25][c:26]([C:30]([NH:31][C:32]([CH3:33])([CH3:34])[c:35]5[cH:36][cH:37][cH:38][cH:39][cH:40]5)=[O:41])[cH:27][cH:28][cH:29]4)[c:14]([N:16]([S:17](=[O:18])(=[O:19])[CH3:20])[CH2:21][CH2:22][OH:23])[cH:15]3)[c:42]2[C:43](=[O:44])[OH:45])[cH:6][cH:7]1. The reactants are COC=1C=C(CC2NCCC3=CC(=CC(=C23)OC)OC)C=CC1OC (1-(3,4-Dimethoxy-benzyl)-6,8-dimethoxy-1,2,3,4-tetrahydroisoquinoline), BrCC(=O)Br (2-bromoacetyl bromide), N[C@H]1CCC2=CC=CC=C12 ((1S)-1-amino-indane). The product is COC=1C=C(CC2N(CCC3=CC(=CC(=C23)OC)OC)CC(=O)N[C@H]2CCC3=CC=CC=C23)C=CC1OC (2-[1-(3,4-Dimethoxy-benzyl)-6,8-dimethoxy-3,4-dihydro-1H-isoquinolin-2-yl]-N-[(1S)-indan-1-yl]-acetamide). Reaction SMILES: [CH3:1][O:2][C:3]1[CH:4]=[C:5]([CH:21]=[CH:22][C:23]=1[O:24][CH3:25])[CH2:6][CH:7]1[C:16]2[C:11](=[CH:12][C:13]([O:19][CH3:20])=[CH:14][C:15]=2[O:17][CH3:18])[CH2:10][CH2:9][NH:8]1.Br[CH2:27][C:28](Br)=[O:29].[NH2:31][C@@H:32]1[C:40]2[C:35](=[CH:36][CH:37]=[CH:38][CH:39]=2)[CH2:34][CH2:33]1>>[CH3:1][O:2][C:3]1[CH:4]=[C:5]([CH:21]=[CH:22][C:23]=1[O:24][CH3:25])[CH2:6][CH:7]1[C:16]2[C:11](=[CH:12][C:13]([O:19][CH3:20])=[CH:14][C:15]=2[O:17][CH3:18])[CH2:10][CH2:9][N:8]1[CH2:27][C:28]([NH:31][C@@H:32]1[C:40]2[C:35](=[CH:36][CH:37]=[CH:38][CH:39]=2)[CH2:34][CH2:33]1)=[O:29]. Procedure details: prepared by reaction of 1-(3,4-Dimethoxy-benzyl)-6,8-dimethoxy-1,2,3,4-tetrahydroisoquinoline and 2-bromoacetyl bromide with (1S)-1-amino-indane